From a dataset of the Open Reaction Database (ORD), a public repository of structured organic reaction records. describe an organic reaction: reactants, conditions, products, and yield The reactants are C1(CC1)C=1C=CC(=NC1S(=O)(=O)CC(C)C)C(=O)O (5-cyclopropyl-6-(isobutylsulfonyl)picolinic acid), N[C@H](C(=O)NC)C(C)(C)C ((2S)-2-amino-N,3,3-trimethyl-butanamide). Yields the product CC([C@@H](C(NC)=O)NC(=O)C1=NC(=C(C=C1)C1CC1)S(=O)(=O)CC(C)C)(C)C (5-Cyclopropyl-6-(2-methyl-propane-1-sulfonyl)-pyridine-2-carboxylic acid ((S)-2,2-dimethyl-1-methylcarbamoyl-propyl)-amide). As a reaction SMILES: [CH:1]1([C:4]2[CH:5]=[CH:6][C:7]([C:17]([OH:19])=O)=[N:8][C:9]=2[S:10]([CH2:13][CH:14]([CH3:16])[CH3:15])(=[O:12])=[O:11])[CH2:3][CH2:2]1.[NH2:20][C@@H:21]([C:26]([CH3:29])([CH3:28])[CH3:27])[C:22]([NH:24][CH3:25])=[O:23]>>[CH3:27][C:26]([CH3:29])([CH3:28])[C@H:21]([NH:20][C:17]([C:7]1[CH:6]=[CH:5][C:4]([CH:1]2[CH2:2][CH2:3]2)=[C:9]([S:10]([CH2:13][CH:14]([CH3:15])[CH3:16])(=[O:11])=[O:12])[N:8]=1)=[O:19])[C:22](=[O:23])[NH:24][CH3:25]. Reported procedure: The title compound was synthesized in analogy to Example 1, using 5-cyclopropyl-6-(isobutylsulfonyl)picolinic acid (Example 351 b) and (2S)-2-amino-N,3,3-trimethyl-butanamide (CAN 89226-12-0) as starting materials. MS (EI): m/e=410.6 [M+H]+.